This data is from the Open Reaction Database (ORD), a public repository of structured organic reaction records. The task is: describe an organic reaction: reactants, conditions, products, and yield Reactants: OC1=C2C(=NC=C1C(=O)OCC)SC(=C2)S(=O)(=O)N2CCOCC2 (4-hydroxy-2-morpholinosulfonyl-thieno[2,3-b]pyridine-5-carboxylic acid, ethyl ester), ClC1=CC=C(CN)C=C1 (4-chlorobenzylamine). Run in C1(=CC=CC=C1)C (toluene). Run at temperature 190 celsius, time 1 hour. Product: ClC1=CC=C(CNC(=O)C=2C(=C3C(=NC2)SC(=C3)S(=O)(=O)N3CCOCC3)O)C=C1 (N-(4-Chlorobenzyl)-4-hydroxy-2-(4-morpholinylsulfonyl)-thieno[2,3-b]pyridine-5-carboxamide). Yield: 38.0%. RXN SMILES: [OH:1][C:2]1[C:7]([C:8](OCC)=[O:9])=[CH:6][N:5]=[C:4]2[S:13][C:14]([S:16]([N:19]3[CH2:24][CH2:23][O:22][CH2:21][CH2:20]3)(=[O:18])=[O:17])=[CH:15][C:3]=12.[Cl:25][C:26]1[CH:33]=[CH:32][C:29]([CH2:30][NH2:31])=[CH:28][CH:27]=1>C1(C)C=CC=CC=1>[Cl:25][C:26]1[CH:33]=[CH:32][C:29]([CH2:30][NH:31][C:8]([C:7]2[C:2]([OH:1])=[C:3]3[CH:15]=[C:14]([S:16]([N:19]4[CH2:20][CH2:21][O:22][CH2:23][CH2:24]4)(=[O:17])=[O:18])[S:13][C:4]3=[N:5][CH:6]=2)=[O:9])=[CH:28][CH:27]=1. Procedure: Morpholine (1.69 mL) is dissolved in CH2Cl2 (40 mL). Triethylamine (6.8 mL) is added, and the reaction is cooled to 0° C. A solution of 5-nitro-2-thiophenesulfonyl chloride (3.69 g) in CH2Cl2 (25 mL) is then added dropwise. The reaction is stirred at 0° C. for 15 min. and then at room temperature for 30 min. The reaction mixture is concentrated in vacuo, and the resulting brown solid is purified via column chromatography (CH2Cl2). Fractions homogeneous by TLC are combined and concentrated in vac... Reactants: bromo-substituted, BrC12C(C3CC(CC(C1)C3)C2)=C2C3CC1CC(CC2C1)C3 (bromoadamantylideneadamantane), ClCCO (2-chloroethanol). Solvent: O1CCOCC1 (dioxane). Product: ClCCOC12C(C3CC(CC(C1)C3)C2)=C2C3CC1CC(CC2C1)C3 ((2-chloroethoxy)-adamantylideneadamantane). Yield: 89.7%. Reaction SMILES: Br[C:2]12[CH2:11][CH:6]3[CH2:7][CH:8]([CH2:10][CH:4]([CH2:5]3)[C:3]1=[C:12]1[CH:19]3[CH2:20][CH:15]4[CH2:16][CH:17]([CH2:21][CH:13]1[CH2:14]4)[CH2:18]3)[CH2:9]2.[Cl:22][CH2:23][CH2:24][OH:25]>O1CCOCC1>[Cl:22][CH2:23][CH2:24][O:25][C:2]12[CH2:11][CH:6]3[CH2:7][CH:8]([CH2:10][CH:4]([CH2:5]3)[C:3]1=[C:12]1[CH:19]3[CH2:20][CH:15]4[CH2:16][CH:17]([CH2:21][CH:13]1[CH2:14]4)[CH2:18]3)[CH2:9]2. Procedure: The bromo-substituted compound having formula 16 (220 mg, 0.58 mmol) was dissolved in dry dioxane (10 cm3) and 2-chloroethanol (5 cm3) was added. The mixture was refluxed for 18 hours, cooled, and concentrated at a reduced pressure. Water (50 cm3) was added and the product was twice extracted with n-hexane, with the combined extracts being washed with brine. The hexane solution was dried with MgSO4, filtered and concentrated at a reduced pressure. Columnchromatography over Al2O3 (act. II/III), u... Reaction SMILES: [C:1]([C:3]1[S:4][CH:5]=[CH:6][CH:7]=1)#[N:2].C[O-].[Na+].[C:11](O)(=[O:13])C>CO>[S:4]1[CH:5]=[CH:6][CH:7]=[C:3]1[C:1](=[NH:2])[O:13][CH3:11] |f:1.2|. Solvent: CO (methanol). Procedure details: 2-cyanothiophene (5.46 g, 50 mmol) was dissolved in methanol (25 ml), and sodium methoxide (0.27 g, 5 mmol) was added. The mixture was stirred at room temperature for 18 hours. After the reaction was completed, acetic acid (0.33 g, 5.5 mmol) was added to neutralize the reaction solution, and the solution was concentrated under reduced pressure. Diethyl ether (40 ml) was added to the concentrated residue, and insolubles were removed by filtration. The filtrate was concentrated under reduced press... Starting materials: C(#N)C=1SC=CC1 (2-cyanothiophene), C(C)(=O)O (acetic acid), C[O-].[Na+] (sodium methoxide). Run at time 18 hour. The yield is 817.7%. Yields the product crude product, S1C(=CC=C1)C(OC)=N (methyl 2-thiophenecarboximidate). Starting materials: CN1CCCC1=O, CCOC(C)=O, N#Cc1cc(Cl)nc(Cl)c1, NCc1cccc(F)c1. Yields the product N#Cc1cc(Cl)nc(NCc2cccc(F)c2)c1. RXN SMILES: [CH3:11][N:12]1[CH2:13][CH2:14][CH2:15][C:16]1=[O:17].[CH3:27][CH2:28][O:29][C:30]([CH3:31])=[O:32].[Cl:1][c:2]1[cH:3][c:4]([C:5]#[N:6])[cH:7][c:8]([Cl:10])[n:9]1.[F:18][c:19]1[cH:20][c:21]([CH2:25][NH2:26])[cH:22][cH:23][cH:24]1>>[c:2]1([NH:26][CH2:25][c:21]2[cH:20][c:19]([F:18])[cH:24][cH:23][cH:22]2)[cH:3][c:4]([C:5]#[N:6])[cH:7][c:8]([Cl:10])[n:9]1.